Dataset: the Open Reaction Database (ORD), a public repository of structured organic reaction records. Task: describe an organic reaction: reactants, conditions, products, and yield Starting materials: IC1=CC(=C(C(=O)O)C=C1Cl)OC (4-Iodo-5-chloro-2-methoxy benzoic acid), FC1=C(C=CC=C1)B(O)O (2-fluorophenyl boronic acid), C([O-])([O-])=O.[K+].[K+] (potassium carbonate), Cl (hydrochloric acid). Reagents/catalysts: [Pd].C1(=CC=CC=C1)P(C1=CC=CC=C1)C1=CC=CC=C1.C1(=CC=CC=C1)P(C1=CC=CC=C1)C1=CC=CC=C1.C1(=CC=CC=C1)P(C1=CC=CC=C1)C1=CC=CC=C1.C1(=CC=CC=C1)P(C1=CC=CC=C1)C1=CC=CC=C1 (tetrakis(triphenylphosphine) palladium(0)). Solvent: CN(C=O)C (N,N-dimethylformamide). The product is ClC1=C(C=C(C(=C1)C(=O)O)OC)C1=C(C=CC=C1)F (2-Chloro-2′-fluoro-5-methoxy[1,1′-biphenyl]-4-carboxylic acid). The yield is 70.9%. Reaction SMILES: I[C:2]1[C:10]([Cl:11])=[CH:9][C:5]([C:6]([OH:8])=[O:7])=[C:4]([O:12][CH3:13])[CH:3]=1.[F:14][C:15]1[CH:20]=[CH:19][CH:18]=[CH:17][C:16]=1B(O)O.C(=O)([O-])[O-].[K+].[K+].Cl>CN(C)C=O.[Pd].C1(P(C2C=CC=CC=2)C2C=CC=CC=2)C=CC=CC=1.C1(P(C2C=CC=CC=2)C2C=CC=CC=2)C=CC=CC=1.C1(P(C2C=CC=CC=2)C2C=CC=CC=2)C=CC=CC=1.C1(P(C2C=CC=CC=2)C2C=CC=CC=2)C=CC=CC=1>[Cl:11][C:10]1[CH:9]=[C:5]([C:6]([OH:8])=[O:7])[C:4]([O:12][CH3:13])=[CH:3][C:2]=1[C:16]1[CH:17]=[CH:18][CH:19]=[CH:20][C:15]=1[F:14] |f:2.3.4,7.8.9.10.11|. Reported procedure: To a stirred solution of 4-iodo-5-chloro-2-methoxy benzoic acid of Example 20, Step A (3.72 g, 19.1 mmol) in N,N-dimethylformamide (20 mL) was added 2-fluorophenyl boronic acid (5.0 g, 35.7 mmol) and potassium carbonate (14.8 g, 107 mmol). This mixture was purged with nitrogen and then treated with a catalytic amount of tetrakis(triphenylphosphine) palladium(0) (0.688 g, 0.59 mmol). The reaction was heated to reflux overnight, cooled, acidified with 2 N hydrochloric acid and extracted with ethyl...